From a dataset of the Open Reaction Database (ORD), a public repository of structured organic reaction records. describe an organic reaction: reactants, conditions, products, and yield The reactants are [NH4+].[OH-] (NH4OH), NC1=NC=CC=C1N (2,3-diaminopyridine), N1=C(C=CC=C1)C(=O)O (2-picolinic acid), ice water. Solvent: polyphosphoric acid. Yields the product N1=C(C=CC=C1)C=1NC=2C(=NC=CC2)N1 (2-(2-pyridyl)-1H-imidazo-(4,5-b)pyridine). Isolated yield 56.1%. As a reaction SMILES: [NH2:1][C:2]1[C:7]([NH2:8])=[CH:6][CH:5]=[CH:4][N:3]=1.[N:9]1[CH:14]=[CH:13][CH:12]=[CH:11][C:10]=1[C:15](O)=O.[NH4+].[OH-]>>[N:9]1[CH:14]=[CH:13][CH:12]=[CH:11][C:10]=1[C:15]1[NH:8][C:7]2[C:2]([N:1]=1)=[N:3][CH:4]=[CH:5][CH:6]=2 |f:2.3|. Reported procedure: A solution of 2,3-diaminopyridine (1.1 g, 10 mmol) and 2-picolinic acid (1.23 g, 10 mmol) in polyphosphoric acid (10 ml) was heated to 160° C. for 4 hours. The hot solution was poured into ice water and the pH adjusted to pH 9 with conc. NH4OH. The resulting precipitate was filtered and air dried. This crude product was recrystallized from EtOH to give 1.1 g (56%) of the title compound, m.p. 139°-142° C. Anal. Calcd for C11H8N4 : C, 67.34; H, 4.11; N, 28.36. Found: C, 66.88; H, 4.17; N, 8.36. Reactants: CN1C(=CC=C1)CC#N (1-methylpyrrole-2-acetonitrile), Cl (hydrogen chloride), CN1C=CC=C1 (N-methylpyrrole), N#CC#N (cyanogen). Product: Cl.N=C(C#N)C=1N(C=CC1)C (α-imino-1-methypyrrole-2-acetonitrile HCl salt). Reaction SMILES: [CH3:1][N:2]1[CH:6]=[CH:5][CH:4]=[C:3]1[CH2:7][C:8]#[N:9].C[N:11]1C=CC=C1.N#CC#N.[ClH:20]>>[ClH:20].[NH:11]=[C:7]([C:3]1[N:2]([CH3:1])[CH:6]=[CH:5][CH:4]=1)[C:8]#[N:9] |f:4.5|. Reported procedure: A process of preparing 1-methylpyrrole-2-acetonitrile which comprised the steps of interacting N-methylpyrrole and cyanogen in the presence of hydrogen chloride in an inert organic solvent to form an α-imino-1-methypyrrole-2-acetonitrile HCl salt, treating the latter salt with at least an equivalent amount of an acid-neutralizing base, and reducing the thus-obtained α-imino-1-methylpyrrole-2-acetonitrile to said 1-methylpyrrole-2-acetonitrile by the action of hydrogen sulfide as the reducing age... Starting materials: COc1ccc(C(=O)Cl)cc1, CC(=O)N(C1CC1)C1CC(C)Nc2ccccc21, CCN(C(C)C)C(C)C, ClCCl. Yields the product COc1ccc(C(=O)N2c3ccccc3C(N(C(C)=O)C3CC3)CC2C)cc1. Reaction SMILES: [CH3:19][O:20][c:21]1[cH:22][cH:23][c:24]([C:25](=[O:26])[Cl:27])[cH:28][cH:29]1.[CH:1]1([N:4]([C:5]([CH3:6])=[O:7])[CH:8]2[CH2:9][CH:10]([CH3:18])[NH:11][c:12]3[cH:13][cH:14][cH:15][cH:16][c:17]32)[CH2:2][CH2:3]1.[CH:30]([N:31]([CH2:32][CH3:33])[CH:34]([CH3:35])[CH3:36])([CH3:37])[CH3:38].[Cl:39][CH2:40][Cl:41]>>[CH:1]1([N:4]([C:5]([CH3:6])=[O:7])[CH:8]2[CH2:9][CH:10]([CH3:18])[N:11]([C:25]([c:24]3[cH:23][cH:22][c:21]([O:20][CH3:19])[cH:29][cH:28]3)=[O:26])[c:12]3[cH:13][cH:14][cH:15][cH:16][c:17]32)[CH2:2][CH2:3]1. Reactants: NC[C@H]1NC([C@H]1NC(\C(\C=1N=C(SC1)NC(=O)OC(C)(C)C)=N/OC(C(=O)OC(C)(C)C)(C)C)=O)=O (tert-butyl 2-(((Z)-(2-(((2R,3S)-2-(aminomethyl)-4-oxoazetidin-3-yl)amino)-1-(2-((tert-butoxycarbonyl)amino)thiazol-4-yl)-2-oxoethylidene)amino)oxy)-2-methylpropanoate), C(C1=CC=CC=C1)OC[C@@H]1OC1 ((R)-2-((benzyloxy)methyl)oxirane). Run in C(Cl)Cl (DCM). Product: C(C1=CC=CC=C1)OC[C@@H](CNC[C@H]1NC([C@H]1NC(\C(\C=1N=C(SC1)NC(=O)OC(C)(C)C)=N/OC(C(=O)OC(C)(C)C)(C)C)=O)=O)O (Tert-butyl 2-(((Z)-(2-(((2R,3S)-2-((((R)-3-(benzyloxy)-2-hydroxypropyl)amino)methyl)-4-oxoazetidin-3-yl)amino)-1-(2-((tert-butoxycarbonyl)amino)thiazol-4-yl)-2-oxoethylidene)amino)oxy)-2-methylpropanoate). Isolated yield 48.0%. Reaction SMILES: [NH2:1][CH2:2][C@@H:3]1[C@H:6]([NH:7][C:8](=[O:35])/[C:9](=[N:23]\[O:24][C:25]([CH3:34])([CH3:33])[C:26]([O:28][C:29]([CH3:32])([CH3:31])[CH3:30])=[O:27])/[C:10]2[N:11]=[C:12]([NH:15][C:16]([O:18][C:19]([CH3:22])([CH3:21])[CH3:20])=[O:17])[S:13][CH:14]=2)[C:5](=[O:36])[NH:4]1.[CH2:37]([O:44][CH2:45][C@H:46]1[CH2:48][O:47]1)[C:38]1[CH:43]=[CH:42][CH:41]=[CH:40][CH:39]=1>C(Cl)Cl>[CH2:37]([O:44][CH2:45][C@H:46]([OH:47])[CH2:48][NH:1][CH2:2][C@@H:3]1[C@H:6]([NH:7][C:8](=[O:35])/[C:9](=[N:23]\[O:24][C:25]([CH3:34])([CH3:33])[C:26]([O:28][C:29]([CH3:32])([CH3:31])[CH3:30])=[O:27])/[C:10]2[N:11]=[C:12]([NH:15][C:16]([O:18][C:19]([CH3:22])([CH3:21])[CH3:20])=[O:17])[S:13][CH:14]=2)[C:5](=[O:36])[NH:4]1)[C:38]1[CH:43]=[CH:42][CH:41]=[CH:40][CH:39]=1. Procedure: Prepared in analogous manner to example 63 step 1, using tert-butyl 2-(((Z)-(2-(((2R,3S)-2-(aminomethyl)-4-oxoazetidin-3-yl)amino)-1-(2-((tert-butoxycarbonyl)amino)thiazol-4-yl)-2-oxoethylidene)amino)oxy)-2-methylpropanoate (200 mg, 0.38 mmol), (R)-2-((benzyloxy)methyl)oxirane (623 mg, 3.8 mmol), DCM (2 mL). The crude residue was purified via silica gel chromatography (MeOH-DCM, 4-10%) to afford the title compound (126 mg, 48%). LCMS: m/z=691.3 (M+1). The reactants are COC=CC(OC)OC (1,3,3-trimethoxy-1-propene), BrBr (bromine), BrBr (bromine). Run in CCOCC (ether). Reaction conditions: time 30 minute. Yields the product BrC(C=O)C(OC)OC (2-bromo-3,3-dimethoxypropionaldehyde). RXN SMILES: C[O:2][CH:3]=[CH:4][CH:5]([O:8][CH3:9])[O:6][CH3:7].[Br:10]Br>CCOCC>[Br:10][CH:4]([CH:5]([O:8][CH3:9])[O:6][CH3:7])[CH:3]=[O:2]. Procedure: To a solution of 25.0 g (0.19 mole) of 1,3,3-trimethoxy-1-propene in 75 ml of ether at 5° C is added 22.4 g (0.14 mole) of bromine (bromine color begins to persist at this point) over a period of 40 minutes. The solvent is removed in vacuo at 25° C and the colorless liquid residue is added dropwise with stirring to a mixture of 25 g of sodium bicarbonate and 80 ml of 75% v/v dioxane at 0°-5° C. Stirring is continued for 30 minutes and the mixture is extracted with 200 ml and 150 ml portions of e... The reactants are Br.BrC=1C=C(C=2N(N1)C=CN2)NC2=NC=C(C=C2)N2[C@H](CNCC2)C ((S)-6-Bromo-N-(5-(2-methylpiperazin-1-yl)pyridin-2-yl)imidazo[1,2-b]pyridazin-8-amine hydrobromide), O1CC(C1)=O (oxetan-3-one), [BH3-]C#N.[Na+] (NaBH3CN). The reagents and catalysts are [Cl-].[Cl-].[Zn+2] (ZnCl2). Solvent: CO (methanol). Conditions: temperature 50 celsius. Yields the product BrC=1C=C(C=2N(N1)C=CN2)NC2=NC=C(C=C2)N2[C@H](CN(CC2)C2COC2)C ((S)-6-Bromo-N-(5-(2-methyl-4-(oxetan-3-yl)piperazin-1-yl)pyridin-2-yl)imidazo[1,2-b]pyridazin-8-amine). The yield is 22.1%. Reaction SMILES: Br.[Br:2][C:3]1[CH:4]=[C:5]([NH:12][C:13]2[CH:18]=[CH:17][C:16]([N:19]3[CH2:24][CH2:23][NH:22][CH2:21][C@@H:20]3[CH3:25])=[CH:15][N:14]=2)[C:6]2[N:7]([CH:9]=[CH:10][N:11]=2)[N:8]=1.[O:26]1[CH2:29][C:28](=O)[CH2:27]1.[BH3-]C#N.[Na+]>CO.[Cl-].[Cl-].[Zn+2]>[Br:2][C:3]1[CH:4]=[C:5]([NH:12][C:13]2[CH:18]=[CH:17][C:16]([N:19]3[CH2:24][CH2:23][N:22]([CH:28]4[CH2:29][O:26][CH2:27]4)[CH2:21][C@@H:20]3[CH3:25])=[CH:15][N:14]=2)[C:6]2[N:7]([CH:9]=[CH:10][N:11]=2)[N:8]=1 |f:0.1,3.4,6.7.8|. Reported procedure: To a mixture of (S)-6-bromo-N-(5-(2-methylpiperazin-1-yl)pyridin-2-yl)imidazo[1,2-b]pyridazin-8-amine hydrobromide 115d (1.05 g, 2.24 mmol), oxetan-3-one (483 mg, 6.7 mmol), and ZnCl2 (914 mg, 6.7 mmol) in methanol (30 mL) was added NaBH3CN (421 mg, 6.7 mmol). The reaction mixture was heated at 50° C. for 14 h and concentrated under reduced pressure. Water (30 mL) was added to the residue and the resulting mixture was extracted with dichloromethane (% X 30 mL). The combined organic phase was dri... Starting materials: FC=1C=C(C=CC1NS(=O)(=O)C)C(C)N (1-[3-Fluoro-4-(methylsulfonylamino)phenyl]ethyl amine), C(C)(C)(C)C1=CC=C(CNC(=O)NC(C)C2=CC=C(C=C2)NS(=O)(=O)C)C=C1 (N-(4-t-Butylbenzyl)-N′-{1-[4-(methylsulfonylamino)phenyl]ethyl}urea). Product: C(C)(C)(C)C1=CC=C(CNC(=O)NC(C)C2=CC(=C(C=C2)NS(=O)(=O)C)F)C=C1 (N-(4-t-Butylbenzyl)-N′-{1-[3-fluoro-4-(methylsulfonylamino)phenyl]ethyl}urea). Reaction SMILES: [F:1][C:2]1[CH:3]=[C:4]([CH:13]([NH2:15])[CH3:14])[CH:5]=[CH:6][C:7]=1[NH:8][S:9]([CH3:12])(=[O:11])=[O:10].[C:16]([C:20]1[CH:43]=[CH:42][C:23]([CH2:24][NH:25][C:26](NC(C2C=CC(NS(C)(=O)=O)=CC=2)C)=[O:27])=[CH:22][CH:21]=1)([CH3:19])([CH3:18])[CH3:17]>>[C:16]([C:20]1[CH:43]=[CH:42][C:23]([CH2:24][NH:25][C:26]([NH:15][CH:13]([C:4]2[CH:5]=[CH:6][C:7]([NH:8][S:9]([CH3:12])(=[O:11])=[O:10])=[C:2]([F:1])[CH:3]=2)[CH3:14])=[O:27])=[CH:22][CH:21]=1)([CH3:19])([CH3:17])[CH3:18]. Procedure details: Through similar procedure to that in Example 102 excepting 1-[3-Fluoro-4-(methylsulfonylamino)phenyl]ethyl amine (13-12) as a starting material, N-(4-t-Butylbenzyl)-N′-{1-[4-(methylsulfonylamino)phenyl]ethyl}urea (23-1, MK-82) having following physicochemical properties was synthesized: The reactants are [OH-].[Na+] (sodium hydroxide), C(#N)C(C(=O)N)C1OC(C(=C1Cl)Cl)=O (2-Cyano-2-(3,4-dichloro-5-oxo-2,5-dihydrofuran-2-yl)acetamide), Cl.NCC1=C(C=CC(=C1)Cl)NC(OC)=O (methyl [2-(aminomethyl)-4-chlorophenyl]carbamate hydrochloride), C([O-])([O-])=O.[K+].[K+] (potassium carbonate). Run in C(C)O (ethanol). The product is Cl.CN(C(O)=O)C1=C(C=C(C=C1)Cl)CN1C(C(=CC(=C1)Cl)C(N)=O)=N (methyl{2-[(3-carbamoyl-5-chloro-2-iminopyridin-1(2H)-yl)methyl]-4-chlorophenyl}carbamate hydrochloride). Isolated yield 42.0%. As a reaction SMILES: [C:1]([CH:3]([CH:7]1[C:11]([Cl:12])=[C:10](Cl)C(=O)O1)[C:4]([NH2:6])=[O:5])#[N:2].Cl.[NH2:16][CH2:17][C:18]1[CH:23]=[C:22]([Cl:24])[CH:21]=[CH:20][C:19]=1[NH:25][C:26](=[O:29])[O:27]C.[C:30](=O)([O-])[O-].[K+].[K+].[OH-].[Na+]>C(O)C>[ClH:12].[CH3:30][N:25]([C:19]1[CH:20]=[CH:21][C:22]([Cl:24])=[CH:23][C:18]=1[CH2:17][N:16]1[CH:10]=[C:11]([Cl:12])[CH:7]=[C:3]([C:4](=[O:5])[NH2:6])[C:1]1=[NH:2])[C:26](=[O:29])[OH:27] |f:1.2,3.4.5,6.7,9.10|. Procedure details: (Step 4) 2-Cyano-2-(3,4-dichloro-5-oxo-2,5-dihydrofuran-2-yl)acetamide (1.0 g), methyl [2-(aminomethyl)-4-chlorophenyl]carbamate hydrochloride obtained in Step 3 (2.12 g) and potassium carbonate (1.18 g) were stirred in ethanol (10 ml) overnight at 80° C. The reaction mixture was poured into 1N aqueous sodium hydroxide solution, and extracted with ethyl acetate. The organic layer was washed with saturated brine, dried over magnesium sulfate, and filtered. The solvent was evaporated under reduced...